From a dataset of the Open Reaction Database (ORD), a public repository of structured organic reaction records. describe an organic reaction: reactants, conditions, products, and yield Starting materials: OC1CCC(OC1)C(=O)OCC (ethyl 5-hydroxytetrahydropyran-2-carboxylate), O.C1(=CC=C(C=C1)S(=O)(=O)O)C (p-Toluene-sulfonic acid monohydrate), C([O-])([O-])=O.[Na+].[Na+] (sodium carbonate). Run in C1(=CC=CC=C1)C (toluene). Product: C12OC(C(OC1)CC2)=O (2,5-DIOXABICYCLO[2.2.2]OCTAN-3-ONE). RXN SMILES: O[CH:2]1[CH2:7][O:6][CH:5]([C:8]([O:10]CC)=[O:9])[CH2:4][CH2:3]1.O.C1(C)C=CC(S(O)(=O)=O)=CC=1.C(=O)([O-])[O-].[Na+].[Na+]>C1(C)C=CC=CC=1>[CH:2]12[CH2:3][CH2:4][CH:5]([O:6][CH2:7]1)[C:8](=[O:9])[O:10]2 |f:1.2,3.4.5|. Procedure: A mixture of the cis and trans isomers of ethyl 5-hydroxytetrahydropyran-2-carboxylate (3.9 g, 0.023 mol) was dissolved in dry toluene (200 ml). p-Toluene-sulfonic acid monohydrate (0.20 g, 1.1 mmol) was added as a catalyst. The mixture was refluxed for 7 hours through a Soxhlet extractor containing molecular Type A sieves in a thimble. The mixture was cooled to room temperature, and anhydrous sodium carbonate (5 g) was added to neutralize the acid. The solution was passed through a short pad of... Product: C1(=CC=CC=C1)C=1N(C=CN1)CCCN (3-(2-phenylimidazol-1-yl)propylamine). Procedure: A mixture of N-[3-(2-phenylimidazol-1-yl)propyl]phthalimide (17.0 g), sodium hydroxide (1.1 g) and water (5.4 ml) was heated at 95° C. for 48 hours. On cooling, a mixture of concentrated hydrochloric acid (66 ml) and water (13 ml) was added and the mixture boiled under reflux for 6 hours. After standing at ambient temperature for 16 hours, the mixture was filtered and the filtrate evaporated to dryness under reduced pressure. The residue was treated with water (16 ml) then cooled and sodium hydr... Reaction conditions: temperature 95 celsius, time 16 hour. The reactants are C1(=CC=CC=C1)C=1N(C=CN1)CCCN1C(C=2C(C1=O)=CC=CC2)=O (N-[3-(2-phenylimidazol-1-yl)propyl]phthalimide), [OH-].[Na+] (sodium hydroxide), Cl (hydrochloric acid). RXN SMILES: [C:1]1([C:7]2[N:8]([CH2:12][CH2:13][CH2:14][N:15]3C(=O)C4=CC=CC=C4C3=O)[CH:9]=[CH:10][N:11]=2)[CH:6]=[CH:5][CH:4]=[CH:3][CH:2]=1.[OH-].[Na+].Cl>O>[C:1]1([C:7]2[N:8]([CH2:12][CH2:13][CH2:14][NH2:15])[CH:9]=[CH:10][N:11]=2)[CH:2]=[CH:3][CH:4]=[CH:5][CH:6]=1 |f:1.2|. Run in O (water), O (water).